Dataset: the Open Reaction Database (ORD), a public repository of structured organic reaction records. Task: describe an organic reaction: reactants, conditions, products, and yield Starting materials: C(C)N(C(C1=CC(=C(C=C1)NCCN1CCCCC1)[N+](=O)[O-])=O)CC (N,N-diethyl-3-nitro-4-{[2-(1-piperidinyl)ethyl]amino}benzamide). The reagents and catalysts are [Pd] (Pd/C). Solvent: CCOC(=O)C (EtOAc). Run at time 24 hour. Yields the product NC=1C=C(C(=O)N(CC)CC)C=CC1NCCN1CCCCC1 (3-amino-N,N-diethyl-4-{[2-(1-piperidinyl)ethyl]amino}benzamide). Yield: 98.8%. RXN SMILES: [CH2:1]([N:3]([CH2:24][CH3:25])[C:4](=[O:23])[C:5]1[CH:10]=[CH:9][C:8]([NH:11][CH2:12][CH2:13][N:14]2[CH2:19][CH2:18][CH2:17][CH2:16][CH2:15]2)=[C:7]([N+:20]([O-])=O)[CH:6]=1)[CH3:2]>CCOC(C)=O.[Pd]>[NH2:20][C:7]1[CH:6]=[C:5]([CH:10]=[CH:9][C:8]=1[NH:11][CH2:12][CH2:13][N:14]1[CH2:19][CH2:18][CH2:17][CH2:16][CH2:15]1)[C:4]([N:3]([CH2:24][CH3:25])[CH2:1][CH3:2])=[O:23]. Procedure details: Following general procedure 2C: A mixture of N,N-diethyl-3-nitro-4-{[2-(1-piperidinyl)ethyl]amino}benzamide (0.800 g, 2.30 mmol) and 10% Pd/C in EtOAc (30 mL) was hydrogenated for 24 hours at 30 psi. Usual work-up provided the title compound (0.724 g, 99%) which was used without further purification. The reactants are C(C)C1(CSC2=CC(=CC=C2C1CCCCCCCCC(C(=O)O)CCCCCCC(C(F)(F)F)(F)F)O)C1=CC=C(C=C1)O (10-[(3RS,4RS)-3-ethyl-7-hydroxy-3-(4-hydroxyphenyl)thiochroman-4-yl]-2-(7,7,8,8,8-pentafluoro-octyl)decanoic acid), FC(CCCCC(C(=O)OCC)CCCCCC=C)(C(F)(F)F)F (ethyl 2-(5,5,6,6,6-pentafluorohexyl)-8-nonenoate). The product is C(C)C1(CSC2=CC(=CC=C2C1CCCCCCCCC(C(=O)O)CCCCC(C(F)(F)F)(F)F)O)C1=CC=C(C=C1)O (10-[(3RS,4RS)-3-ethyl-7-hydroxy-3-(4-hydroxyphenyl)thiochroman-4-yl]-2-(5,5,6,6,6-pentafluorohexyl)decanoic acid). As a reaction SMILES: [CH2:1]([C:3]1([C:39]2[CH:44]=[CH:43][C:42]([OH:45])=[CH:41][CH:40]=2)[CH:12]([CH2:13][CH2:14][CH2:15][CH2:16][CH2:17][CH2:18][CH2:19][CH2:20][CH:21](CCCCCCC(F)(F)C(F)(F)F)[C:22]([OH:24])=[O:23])[C:11]2[C:6](=[CH:7][C:8]([OH:38])=[CH:9][CH:10]=2)[S:5][CH2:4]1)[CH3:2].[F:46][C:47]([F:69])([C:65]([F:68])([F:67])[F:66])[CH2:48][CH2:49][CH2:50][CH2:51]C(CCCCCC=C)C(OCC)=O>>[CH2:1]([C:3]1([C:39]2[CH:40]=[CH:41][C:42]([OH:45])=[CH:43][CH:44]=2)[CH:12]([CH2:13][CH2:14][CH2:15][CH2:16][CH2:17][CH2:18][CH2:19][CH2:20][CH:21]([CH2:51][CH2:50][CH2:49][CH2:48][C:47]([F:46])([F:69])[C:65]([F:66])([F:67])[F:68])[C:22]([OH:24])=[O:23])[C:11]2[C:6](=[CH:7][C:8]([OH:38])=[CH:9][CH:10]=2)[S:5][CH2:4]1)[CH3:2]. Procedure details: Starting with the allyl compound prepared in Example 13 and the ethyl 2-(5,5,6,6,6-pentafluorohexyl)-8-nonenoate prepared in Example 9, the same procedure as shown in Example 13 was repeated to give 10-[(3RS,4RS)-3-ethyl-7-hydroxy-3-(4-hydroxyphenyl)thiochroman-4-yl]-2-(5,5,6,6,6-pentafluorohexyl)decanoic acid.